From a dataset of the Open Reaction Database (ORD), a public repository of structured organic reaction records. describe an organic reaction: reactants, conditions, products, and yield The reactants are CC(C)CCON=O, COC(=O)CCC(N)C(=O)OC, CC(=O)O, c1ccccc1. The product is COC(=O)CCC(=[N+]=[N-])C(=O)OC. As a reaction SMILES: [CH3:13][CH:14]([CH2:15][CH2:16][O:17][N:19]=[O:18])[CH3:20].[CH3:1][O:2][C:3]([CH:4]([NH2:5])[CH2:6][CH2:7][C:8](=[O:9])[O:10][CH3:11])=[O:12].[CH3:21][C:22](=[O:23])[OH:24].[cH:25]1[cH:26][cH:27][cH:28][cH:29][cH:30]1>>[CH3:1][O:2][C:3]([C:4](=[N+:5]=[N-:19])[CH2:6][CH2:7][C:8](=[O:9])[O:10][CH3:11])=[O:12].